From a dataset of the Open Reaction Database (ORD), a public repository of structured organic reaction records. describe an organic reaction: reactants, conditions, products, and yield Reactants: BrC1=CC=C(C=C1)O (para-bromophenol), C(C=C)(=O)O (acrylic acid), C1=CC=CC=2SC3=CC=CC=C3NC12 (phenothiazine). Run at temperature -78 celsius, time 6 hour. Product: BrC=1C=C2C(CCOC2=CC1)=O (6-Bromo-4-Chromanone). As a reaction SMILES: [Br:1][C:2]1[CH:7]=[CH:6][C:5]([OH:8])=[CH:4][CH:3]=1.[C:9](O)(=[O:12])[CH:10]=[CH2:11].C1C2NC3C(=CC=CC=3)SC=2C=CC=1>>[Br:1][C:2]1[CH:7]=[C:6]2[C:5](=[CH:4][CH:3]=1)[O:8][CH2:11][CH2:10][C:9]2=[O:12]. Procedure details: Following the procedure of Example 1, para-bromophenol (43.25 grams), acrylic acid (27 grams) and phenothiazine (0.02 grams) were added to the pressure reactor. The system was closed and evacuated before being cooled to -78° C. and the anhydrous hydrogen fluoride (110 grams) was added. After the mixture was heated and stirred for six hours at 100° C., 140 psig, the excess hydrogen fluoride was vented and the reaction mixture cooled to 0°-5° C. After washing the mixture with D.I. water, HPLC anal... Reactants: ClC1=NC(=C2N=C(N(C2=N1)CC1CCOCC1)OC)N (2-chloro-8-methoxy-9-(tetrahydro-2H-pyran-4-ylmethyl)-9H-purin-6-amine), CC(CCN)C (3-methyl-1-butylamine). Conditions: temperature 170 celsius. The product is NC1=C2NC(N(C2=NC(=N1)NCCC(C)C)CC1CCOCC1)=O (6-amino-2-[(3-methylbutyl)amino]-9-(tetrahydro-2H-pyran-4-ylmethyl)-7,9-dihydro-8H-purin-8-one). RXN SMILES: Cl[C:2]1[N:10]=[C:9]2[C:5]([N:6]=[C:7]([O:18]C)[N:8]2[CH2:11][CH:12]2[CH2:17][CH2:16][O:15][CH2:14][CH2:13]2)=[C:4]([NH2:20])[N:3]=1.[CH3:21][CH:22]([CH3:26])[CH2:23][CH2:24][NH2:25]>>[NH2:20][C:4]1[N:3]=[C:2]([NH:25][CH2:24][CH2:23][CH:22]([CH3:26])[CH3:21])[N:10]=[C:9]2[C:5]=1[NH:6][C:7](=[O:18])[N:8]2[CH2:11][CH:12]1[CH2:17][CH2:16][O:15][CH2:14][CH2:13]1. Procedure: A mixture of 2-chloro-8-methoxy-9-(tetrahydro-2H-pyran-4-ylmethyl)-9H-purin-6-amine (45 mg) in 3-methyl-1-butylamine (0.234 mL) was heated in a microwave at 170° C. for 10 mins. The mixture was concentrated in vacuo to give a green oily residue. This was purified by C18 reverse phase chromatography (ISCO) using water (0.1% formic acid)-acetonitrile (0.05% formic acid) as eluent (20-60%) to give the title compound as a white solid (10 mg). Starting materials: Cn1c(Br)cccc1=O, CC(c1ccc(B2OC(C)(C)C(C)(C)O2)cc1)N1CCC(CCCO)(c2ccccc2)OC1=O. Product: CC(c1ccc(-c2cccc(=O)n2C)cc1)N1CCC(CCCO)(c2ccccc2)OC1=O. Reaction SMILES: [Br:35][c:36]1[cH:37][cH:38][cH:39][c:40](=[O:43])[n:41]1[CH3:42].[OH:1][CH2:2][CH2:3][CH2:4][C:5]1([c:29]2[cH:30][cH:31][cH:32][cH:33][cH:34]2)[CH2:6][CH2:7][N:8]([CH:12]([CH3:13])[c:14]2[cH:15][cH:16][c:17]([B:20]3[O:21][C:22]([CH3:23])([CH3:24])[C:25]([CH3:26])([CH3:27])[O:28]3)[cH:18][cH:19]2)[C:9](=[O:11])[O:10]1>>[OH:1][CH2:2][CH2:3][CH2:4][C:5]1([c:29]2[cH:30][cH:31][cH:32][cH:33][cH:34]2)[CH2:6][CH2:7][N:8]([CH:12]([CH3:13])[c:14]2[cH:15][cH:16][c:17](-[c:36]3[cH:37][cH:38][cH:39][c:40](=[O:43])[n:41]3[CH3:42])[cH:18][cH:19]2)[C:9](=[O:11])[O:10]1. Reactants: ClC=1N=NC=CC1CN1C(C2=CC=CC=C2C1=O)=O (2-[(3-Chloropyridazin-4-yl)methyl]-1H-isoindole-1,3(2H)-dione), CC1(OB(OC1(C)C)C(=C)C)C (4,4,5,5-tetramethyl-2-(prop-1-en-2-yl)-1,3,2-dioxaborolane), C([O-])([O-])=O.[Na+].[Na+] (sodium carbonate). The reagents and catalysts are C=1C=CC(=CC1)[P](C=2C=CC=CC2)(C=3C=CC=CC3)[Pd]([P](C=4C=CC=CC4)(C=5C=CC=CC5)C=6C=CC=CC6)([P](C=7C=CC=CC7)(C=8C=CC=CC8)C=9C=CC=CC9)[P](C=1C=CC=CC1)(C=1C=CC=CC1)C=1C=CC=CC1 (tetrakis(triphenylphosphine)palladium). Run in O1CCOCC1 (1,4-dioxane), O (water), O (water). Conditions: temperature 110 celsius, time 8 hour. Product: CC(C)C=1N=NC=CC1CN1C(C2=CC=CC=C2C1=O)=O (2-{[3-(Propan-2-yl)pyridazin-4-yl]methyl}-1H-isoindole-1,3(2H)-dione). Yield: 54.2%. RXN SMILES: Cl[C:2]1[N:3]=[N:4][CH:5]=[CH:6][C:7]=1[CH2:8][N:9]1[C:17](=[O:18])[C:16]2[C:11](=[CH:12][CH:13]=[CH:14][CH:15]=2)[C:10]1=[O:19].[CH3:20][C:21]1(C)[C:25](C)(C)OB(C(C)=C)O1.C(=O)([O-])[O-].[Na+].[Na+]>C1C=CC([P]([Pd]([P](C2C=CC=CC=2)(C2C=CC=CC=2)C2C=CC=CC=2)([P](C2C=CC=CC=2)(C2C=CC=CC=2)C2C=CC=CC=2)[P](C2C=CC=CC=2)(C2C=CC=CC=2)C2C=CC=CC=2)(C2C=CC=CC=2)C2C=CC=CC=2)=CC=1.O.O1CCOCC1>[CH3:20][CH:21]([C:2]1[N:3]=[N:4][CH:5]=[CH:6][C:7]=1[CH2:8][N:9]1[C:17](=[O:18])[C:16]2[C:11](=[CH:12][CH:13]=[CH:14][CH:15]=2)[C:10]1=[O:19])[CH3:25] |f:2.3.4,^1:41,43,62,81|. Procedure: 2-[(3-Chloropyridazin-4-yl)methyl]-1H-isoindole-1,3(2H)-dione (137 mg, 0.5 mmol), 4,4,5,5-tetramethyl-2-(prop-1-en-2-yl)-1,3,2-dioxaborolane (252 mg, 0.28 mL, 1.5 mmol), tetrakis(triphenylphosphine)palladium (57.8 mg, 0.05 mmol) and sodium carbonate (106 mg, 2.00 mmol) were mixed with water (0.2 mL) and 1,4-dioxane (0.9 mL) and stirred at 110° C. for 8 hours. After completion of the reaction, the reaction solution was cooled to room temperature, and the solvent was removed by vacuum distillation... Yields the product CCOc1nc(NC(=O)COC)cc(N)c1C#N. Reactants: C1CCOC1, COCC(=O)Cl, CCN(C(C)C)C(C)C, CCOc1nc(N)cc(N)c1C#N, O. As a reaction SMILES: [CH2:29]1[O:30][CH2:31][CH2:32][CH2:33]1.[CH3:23][O:24][CH2:25][C:26](=[O:27])[Cl:28].[CH:14]([N:15]([CH2:16][CH3:17])[CH:18]([CH3:19])[CH3:20])([CH3:21])[CH3:22].[NH2:1][c:2]1[cH:3][c:4]([NH2:13])[n:5][c:6]([O:10][CH2:11][CH3:12])[c:7]1[C:8]#[N:9].[OH2:34]>>[NH2:1][c:2]1[cH:3][c:4]([NH:13][C:26]([CH2:25][O:24][CH3:23])=[O:27])[n:5][c:6]([O:10][CH2:11][CH3:12])[c:7]1[C:8]#[N:9].